From a dataset of the Open Reaction Database (ORD), a public repository of structured organic reaction records. describe an organic reaction: reactants, conditions, products, and yield The reactants are [O-]S(=O)(=O)[O-].[Na+].[Na+] (Na2SO4), [OH-].[Na+] (NaOH), COC(=O)C1C(CN(CC1)C(=O)OC(C)(C)C)C1=CC(=C(C=C1)F)F ((3SR,4SR)-3-(3,4-Difluoro-phenyl)-piperidine-1,4-dicarboxylic acid 1-tert-butyl ester 4-methyl ester), [H-].[H-].[H-].[H-].[Li+].[Al+3] (LiAlH4). Solvent: C1CCOC1 (THF), O (water), C(C)(=O)OCC (Ethyl acetate), C1CCOC1 (THF). Reaction conditions: time 1 hour. The product is C(C)(C)(C)OC(=O)N1CC(C(CC1)CO)C1=CC(=C(C=C1)F)F ((3SR,4SR)-3-(3,4-Difluoro-phenyl)-4-hydroxymethyl-piperidine-1-carboxylic acid tert-butyl ester). Reaction SMILES: C[O:2][C:3]([CH:5]1[CH2:10][CH2:9][N:8]([C:11]([O:13][C:14]([CH3:17])([CH3:16])[CH3:15])=[O:12])[CH2:7][CH:6]1[C:18]1[CH:23]=[CH:22][C:21]([F:24])=[C:20]([F:25])[CH:19]=1)=O.[H-].[H-].[H-].[H-].[Li+].[Al+3].[OH-].[Na+].[O-]S([O-])(=O)=O.[Na+].[Na+]>C1COCC1.O.C(OCC)(=O)C>[C:14]([O:13][C:11]([N:8]1[CH2:9][CH2:10][CH:5]([CH2:3][OH:2])[CH:6]([C:18]2[CH:23]=[CH:22][C:21]([F:24])=[C:20]([F:25])[CH:19]=2)[CH2:7]1)=[O:12])([CH3:17])([CH3:15])[CH3:16] |f:1.2.3.4.5.6,7.8,9.10.11|. Procedure details: A mixture of 1.5 g (4.2 mmol) (3SR,4SR)-3-(3,4-Difluoro-phenyl)-piperidine-1,4-dicarboxylic acid 1-tert-butyl ester 4-methyl ester and 0.16 g (4.2 mmol) LiAlH4 in 50 mL THF was stirred at room temperature for 1 h. Ethyl acetate, THF, water and NaOH aq. was added. Na2SO4 was added, the mixture was filtered off and evaporated to dryness. The residue was subjected to column chromatography on silica eluting with a gradient formed from ethyl acetate and heptane to afford after evaporation of the prod...